Dataset: the Open Reaction Database (ORD), a public repository of structured organic reaction records. Task: describe an organic reaction: reactants, conditions, products, and yield Starting materials: ClC1=C(C(=O)O)C=CC(=N1)C (2-chloro-6-methylnicotinic acid), CSC=1C=C(N)C=CC1 (3-methylthioaniline). Product: CC1=NC(=C(C=O)C=C1)NC1=CC(=CC=C1)SC (6-methyl-2-(3-methylthiophenylamino)nicotinaldehyde). Reaction SMILES: Cl[C:2]1[N:10]=[C:9]([CH3:11])[CH:8]=[CH:7][C:3]=1[C:4]([OH:6])=O.[CH3:12][S:13][C:14]1[CH:15]=[C:16]([CH:18]=[CH:19][CH:20]=1)[NH2:17]>>[CH3:11][C:9]1[CH:8]=[CH:7][C:3]([CH:4]=[O:6])=[C:2]([NH:17][C:16]2[CH:18]=[CH:19][CH:20]=[C:14]([S:13][CH3:12])[CH:15]=2)[N:10]=1. Reported procedure: The procedure of Synthetic Example 1 was repeated using 2-chloro-6-methylnicotinic acid and 3-methylthioaniline to obtain 6-methyl-2-(3-methylthiophenylamino)nicotinaldehyde. Reactants: CC(C)(C)OC(=O)N1CCCC1C(=O)O (Boc-Pro-OH), FC(F)(F)c1ccc(Br)cn1 (2-trifluoromethyl,5-bromopyridine). Reagents/catalysts: [Cs+].[Cs+].[O-]C([O-])=O (CsCO3), CC(C)(C)C1=CC(=NC=C1)C2=NC=CC(=C2)C(C)(C)C (4,4-di-tert-butyl-2,2-bipyridyl), COCCOC.Cl[Ni]Cl (NiCl2-glyme), CC(C)(C)C1=CC2=N(->[Ir+]34(<-N5=CC(C(F)(F)F)=CC=C5C5=C(F)C=C(F)C=C53)(<-N3=CC(C(F)(F)F)=CC=C3C3=C(F)C=C(F)C=C34)<-N3=C2C=C(C(C)(C)C)C=C3)C=C1.F[P-](F)(F)(F)(F)F (Ir[dF(CF3)ppy]2(dtbbpy)PF6). The solvent is CN(C)C=O (DMF). Reaction conditions: temperature 23 celsius, time 72 hour. Product: CC(C)(C)OC(=O)N1CCCC1c1ccc(C(F)(F)F)nc1. Isolated yield 82.0%. Reported procedure: Prior to irradiation, the reaction mixture was degassed by bubbling argon for 20 minutes Reactants: [N+](=O)([O-])C1=C(C=C(CC(C2=CC=CC=C2)OC(C2=CC=CC=C2)CC2=CC(=C(C=C2)[N+](=O)[O-])OC)C=C1)OC (4-nitro-3-methoxybenzylbenzyl ether), C(C)(=O)[O-].[NH4+] (ammonium acetate). The reagents and catalysts are [Zn] (zinc). Run in CO (MeOH). Run at time 1 hour. Yields the product C(C1=CC=CC=C1)OCC1=CC(=C(C=C1)N)OC (4-Benzyloxymethyl-2-methoxy-phenylamine). As a reaction SMILES: [N+](C1C=CC(C[CH:9]([O:16][CH:17](CC2C=CC([N+]([O-])=O)=C(OC)C=2)[C:18]2[CH:23]=[CH:22][CH:21]=[CH:20][CH:19]=2)[C:10]2[CH:15]=[CH:14][CH:13]=[CH:12][CH:11]=2)=CC=1OC)([O-])=O.[C:40]([O-:43])(=O)C.[NH4+:44]>CO.[Zn]>[CH2:17]([O:16][CH2:9][C:10]1[CH:11]=[CH:12][C:13]([NH2:44])=[C:14]([O:43][CH3:40])[CH:15]=1)[C:18]1[CH:19]=[CH:20][CH:21]=[CH:22][CH:23]=1 |f:1.2|. Procedure: A solution of 4-nitro-3-methoxybenzylbenzyl ether (2.2 g, 8.1 mmol) and ammonium acetate (2.46 g, 32 mmol, 4 eq.) in 30 mL MeOH was stirred at 0° C. and 1.3 g (20 mmol, 2.5 eq.) of zinc dust was added in several portions. After 1 h, the reaction mixture was partitioned between 40 mL water and 40 mL ethyl acetate. The organic phase was dried over MgSO4 and concentrated. The residue was used directly in next step without further purification. 1H NMR (400 MHz, CDCl3): δ 7.35 (m, 5H), 6.82 (s, 1H), ... Starting materials: Li2CuCl4, BrCCCCCCBr (1,6-dibromohexane), C(C1=CC=CC=C1)[Mg]Cl (benzyl magnesium chloride). The solvent is O1CCCC1 (tetrahydrofuran). Conditions: temperature 0 celsius, time 90 minute. Product: BrCCCCCCCC1=CC=CC=C1 (1-bromo-7-phenylheptane). Isolated yield 51.8%. RXN SMILES: Br[CH2:2][CH2:3][CH2:4][CH2:5][CH2:6][CH2:7][Br:8].[CH2:9]([Mg]Cl)[C:10]1[CH:15]=[CH:14][CH:13]=[CH:12][CH:11]=1>O1CCCC1>[Br:8][CH2:7][CH2:6][CH2:5][CH2:4][CH2:3][CH2:2][CH2:9][C:10]1[CH:15]=[CH:14][CH:13]=[CH:12][CH:11]=1. Reported procedure: To a stirred solution of 1500 mL (0.15 mol) of 0.1M Li2CuCl4 and 1,6-dibromohexane (456.8 g, 1.87 mol, 1.25 eq) in tetrahydrofuran, at -5 to 0° C., was added a solution of benzyl magnesium chloride (750 mL, 2M in tetrahydrofuran, 1.5 mol) over a 90 min period. The reaction mixture was stirred at 0° C. for 90 min, then quenched carefully with 2.0 L of saturated aqueous ammonium chloride. The internal reaction temperature was kept below 20° C. during the quench. The mixture was stirred for 1 h at ...